This data is from the Open Reaction Database (ORD), a public repository of structured organic reaction records. The task is: describe an organic reaction: reactants, conditions, products, and yield Run in C(C)(C)(C)O (tert-butanol), C(C)(C)(C)O (tert-butanol). The product is NC=1C2=C(N=C(N1)C=1C3=C(N(N1)CC1=C(C=CC=C1)F)CCC3)NC(C2(C)C)=O (4-Amino-2-[1-(2-fluorobenzyl)-1,4,5,6-tetrahydrocyclopenta[c]pyrazol-3-yl]-5,5-dimethyl-5,7-dihydro-6H-pyrrolo[2,3-d]pyrimidin-6-one). Procedure: 300 mg (1.15 mmol) of 1-(2-fluorobenzyl)-1,4,5,6-tetrahydrocyclopenta[c]pyrazole-3-carboximidamide were admixed with 2 ml of tert-butanol, 287 mg (1.38 mmol) of methyl 3,3-dicyano-2,2-dimethylpropanoate dissolved in 2 ml of tert-butanol and 181 mg (1.61 mmol) of potassium tert-butoxide, and the mixture was heated under reflux for 72 h. The mixture was concentrated to dryness and the residue was stirred with water/isopropanol (v/v=3:1). The solid was filtered off and dried under high vacuum. 385 ... RXN SMILES: [F:1][C:2]1[CH:19]=[CH:18][CH:17]=[CH:16][C:3]=1[CH2:4][N:5]1[C:9]2[CH2:10][CH2:11][CH2:12][C:8]=2[C:7]([C:13](=[NH:15])[NH2:14])=[N:6]1.[C:20]([CH:22]([C:30]#[N:31])[C:23]([CH3:29])([CH3:28])[C:24](OC)=[O:25])#[N:21].CC(C)([O-])C.[K+]>C(O)(C)(C)C>[NH2:21][C:20]1[C:22]2[C:23]([CH3:29])([CH3:28])[C:24](=[O:25])[NH:31][C:30]=2[N:15]=[C:13]([C:7]2[C:8]3[CH2:12][CH2:11][CH2:10][C:9]=3[N:5]([CH2:4][C:3]3[CH:16]=[CH:17][CH:18]=[CH:19][C:2]=3[F:1])[N:6]=2)[N:14]=1 |f:2.3|. Starting materials: FC1=C(CN2N=C(C3=C2CCC3)C(N)=N)C=CC=C1 (1-(2-fluorobenzyl)-1,4,5,6-tetrahydrocyclopenta[c]pyrazole-3-carboximidamide), C(#N)C(C(C(=O)OC)(C)C)C#N (methyl 3,3-dicyano-2,2-dimethylpropanoate), CC(C)([O-])C.[K+] (potassium tert-butoxide). Starting materials: Methyl 4-{2-[(2-bromophenyl)amino](1,3-thiazol-4-yl)}-5-methyfthiothiophene-2-carboxylate hydrobromide, BrCC(=O)C=1C=C(SC1C)C(=S)OC (Methyl 4-(2-bromoacetyl)-5-methylthiothiophene-2-carboxylate), BrC1=C(C=CC=C1)NC(=S)N (2-bromophenyl thiourea). Product: Br.BrC1=C(C=CC=C1)NC=1SC=C(N1)C=1C=C(SC1C)C(=S)OC (methyl 4-{2-[(2-bromophenyl)amino](1,3-thiazol-4-yl)}-5-methylthiothiophene-2-carboxylate hydrobromide). The yield is 65.6%. RXN SMILES: [Br:1][CH2:2][C:3]([C:5]1[CH:6]=[C:7]([C:11]([O:13][CH3:14])=[S:12])[S:8][C:9]=1[CH3:10])=O.[Br:15][C:16]1[CH:21]=[CH:20][CH:19]=[CH:18][C:17]=1[NH:22][C:23]([NH2:25])=[S:24]>>[BrH:1].[Br:15][C:16]1[CH:21]=[CH:20][CH:19]=[CH:18][C:17]=1[NH:22][C:23]1[S:24][CH:2]=[C:3]([C:5]2[CH:6]=[C:7]([C:11]([O:13][CH3:14])=[S:12])[S:8][C:9]=2[CH3:10])[N:25]=1 |f:2.3|. Procedure details: Methyl 4-{2-[(2-bromophenyl)amino](1,3-thiazol-4-yl)}-5-methyfthiothiophene-2-carboxylate hydrobromide: Methyl 4-(2-bromoacetyl)-5-methylthiothiophene-2-carboxylate (60 mg, 0.19 mmol) was allowed to react with 2-bromophenyl thiourea (44 mg) as described in Example 154, step (a) to give 63.1 mg (64% yield) of methyl 4-{2-[(2-bromophenyl)amino](1,3-thiazol-4-yl)}-5-methylthiothiophene-2-carboxylate hydrobromide. 1H NMR (DMSO-d6, 300 MHz) δ 2.65 (s, 3H), 3.82 (s, 3H), 7.00 (m, 1H), 7.33 (s, 1H), 7.... Starting materials: O=C([O-])[O-], COc1ccc(NC(=O)CCl)cc1, CCOC(C)=O, CN(C)C=O, CC1CN(C(c2ccc(F)cc2)c2ccc(F)cc2)C(C)CN1, [K+], [K+], C1CCOC1. The product is COc1ccc(NC(=O)CN2CC(C)N(C(c3ccc(F)cc3)c3ccc(F)cc3)CC2C)cc1. RXN SMILES: [C:37](=[O:38])([O-:39])[O-:40].[CH3:24][O:25][c:26]1[cH:27][cH:28][c:29]([NH:32][C:33]([CH2:34][Cl:35])=[O:36])[cH:30][cH:31]1.[CH3:43][CH2:44][O:45][C:46](=[O:47])[CH3:48].[CH3:54][N:55]([CH3:56])[CH:57]=[O:58].[F:1][c:2]1[cH:3][cH:4][c:5]([CH:8]([N:9]2[CH:10]([CH3:16])[CH2:11][NH:12][CH:13]([CH3:15])[CH2:14]2)[c:17]2[cH:18][cH:19][c:20]([F:23])[cH:21][cH:22]2)[cH:6][cH:7]1.[K+:41].[K+:42].[O:49]1[CH2:50][CH2:51][CH2:52][CH2:53]1>>[F:1][c:2]1[cH:3][cH:4][c:5]([CH:8]([N:9]2[CH:10]([CH3:16])[CH2:11][N:12]([CH2:34][C:33]([NH:32][c:29]3[cH:28][cH:27][c:26]([O:25][CH3:24])[cH:31][cH:30]3)=[O:36])[CH:13]([CH3:15])[CH2:14]2)[c:17]2[cH:18][cH:19][c:20]([F:23])[cH:21][cH:22]2)[cH:6][cH:7]1. Starting materials: BrCC1=CC=C2C(=CC(=NC2=C1)Cl)Cl (7-Bromomethyl-2,4-dichloro-quinoline), COC(=O)C1(CCOCC1)C1=CC(=CC(=C1)O)F (4-(3-Fluoro-5-hydroxy-phenyl)-tetrahydro-pyran-4-carboxylic acid methyl ester), C([O-])([O-])=O.[Cs+].[Cs+] (cesium carbonate). The solvent is CN(C)C=O (DMF), CCOC(=O)C (EtOAc), [NH4+].[Cl-] (NH4Cl). Reaction conditions: time 8 hour. Yields the product COC(=O)C1(CCOCC1)C1=CC(=CC(=C1)F)OCC1=CC=C2C(=CC(=NC2=C1)Cl)Cl (4-[3-(2,4-Dichloro-quinolin-7-ylmethoxy)-5-fluoro-phenyl]-tetrahydro-pyran-4-carboxylic acid methyl ester). Reaction SMILES: Br[CH2:2][C:3]1[CH:12]=[C:11]2[C:6]([C:7]([Cl:14])=[CH:8][C:9]([Cl:13])=[N:10]2)=[CH:5][CH:4]=1.[CH3:15][O:16][C:17]([C:19]1([C:25]2[CH:30]=[C:29]([OH:31])[CH:28]=[C:27]([F:32])[CH:26]=2)[CH2:24][CH2:23][O:22][CH2:21][CH2:20]1)=[O:18].C(=O)([O-])[O-].[Cs+].[Cs+]>CN(C=O)C.CCOC(C)=O.[NH4+].[Cl-]>[CH3:15][O:16][C:17]([C:19]1([C:25]2[CH:26]=[C:27]([F:32])[CH:28]=[C:29]([O:31][CH2:2][C:3]3[CH:12]=[C:11]4[C:6]([C:7]([Cl:14])=[CH:8][C:9]([Cl:13])=[N:10]4)=[CH:5][CH:4]=3)[CH:30]=2)[CH2:24][CH2:23][O:22][CH2:21][CH2:20]1)=[O:18] |f:2.3.4,7.8|. Reported procedure: 7-Bromomethyl-2,4-dichloro-quinoline (1.4 g, 4.8 mmol), 4-(3-Fluoro-5-hydroxy-phenyl)-tetrahydro-pyran-4-carboxylic acid methyl ester (5a, 1.2 g, 4.8 mmol), and cesium carbonate (3.1 g, 9.6 mmol) were suspended in DMF (20 mL) and stirred overnight at room temperature. The mixture was diluted with EtOAc and saturated NH4Cl, and the aqueous layer was extracted with EtOAc. The combined organic layers were dried over MgSO4, filtered, and concentrated, and the residue was purified by silica gel chrom...